This data is from the Open Reaction Database (ORD), a public repository of structured organic reaction records. The task is: describe an organic reaction: reactants, conditions, products, and yield Starting materials: FC(C=1C=C(C=CC1)O)(F)F (3-trifluoromethylphenol), BrBr (bromine). The solvent is C(=S)=S (carbon disulfide). Conditions: time 18 hour. Yields the product BrC1=C(C=C(C=C1)C(F)(F)F)O (2-bromo-5-trifluoromethylphenol). The yield is 53.3%. Reaction SMILES: [F:1][C:2]([F:11])([F:10])[C:3]1[CH:4]=[C:5]([OH:9])[CH:6]=[CH:7][CH:8]=1.[Br:12]Br>C(=S)=S>[Br:12][C:6]1[CH:7]=[CH:8][C:3]([C:2]([F:10])([F:11])[F:1])=[CH:4][C:5]=1[OH:9]. Procedure details: To a stirred solution of 61.65 gm (0.38 mole) 3-trifluoromethylphenol in 240 mL carbon disulfide were added 19.6 mL (0.38 mole) bromine dropwise. The reaction mixture was stirred at room temperature for about 18 hours and was then partitioned between 200 mL dichloromethane and 100 mL water. The organic phase was washed with 20 mL saturated aqueous sodium chloride, dried over sodium sulfate and concentrated under reduced pressure. The residue was subjected to silica gel chromatography, eluting wi... The reactants are O=C1NN=C(CC1)C(C(=O)OCC)C (ethyl (3-oxo-2,3,4,5-tetrahydropyridazin-6-yl)-propionate), BrBr (bromine), C(=O)(O)[O-].[Na+] (NaHCO3). The solvent is C(C)O (ethanol). Conditions: time 14 hour. Product: O=C1NN=C(C=C1)C(C(=O)OCC)C (Ethyl (3-oxo-2,3,-Dihydropyridazin-6-yl)-propionate). The yield is 34.1%. As a reaction SMILES: [O:1]=[C:2]1[CH2:7][CH2:6][C:5]([CH:8]([CH3:14])[C:9]([O:11][CH2:12][CH3:13])=[O:10])=[N:4][NH:3]1.BrBr.C([O-])(O)=O.[Na+]>C(O)C>[O:1]=[C:2]1[CH:7]=[CH:6][C:5]([CH:8]([CH3:14])[C:9]([O:11][CH2:12][CH3:13])=[O:10])=[N:4][NH:3]1 |f:2.3|. Procedure: To a solution of ethyl (3-oxo-2,3,4,5-tetrahydropyridazin-6-yl)-propionate (50.0 mmol, 9.90 g) in ethanol (50 mL) was added bromine (75.0 mmol, 11.99 g). The mixture was stirred at rt for 14 h and the mixture was poored into NaHCO3 (sat. aqueous) (500 mL). The resulting mixture was extracted exhaustively with diethylether (5×500 mL). The combined organic fractions were dried over MgSO4 and evaporated in vacuo. The crude product was recrystallized from toluene to give the title compound (3.35 g, ... The solvent is FC(C(=O)O)(F)F (trifluoroacetic acid). Procedure: Add 80 ml of trifluoroacetic acid to 15 g of the title compound of Example 17 with ice cooling, and stir the produced reaction mixture for 2 hours at room temperature. Distil off the acid under a vacuum. Dissolve the resulting residue in 250 ml of diethyl ether and wash the thus-prepared solution with almost saturated cold sodium carbonate solution (150 ml) and saturated sodium chloride solution. Dry the washed solution over sodium sulfate and distil off the ether before dissolving the residue i... Reaction SMILES: C(OC([C:8](=[C:17]1[CH2:21][CH2:20][CH2:19][NH:18]1)[C:9]1[CH:14]=[CH:13][C:12]([O:15][CH3:16])=[CH:11][CH:10]=1)=O)(C)(C)C>FC(F)(F)C(O)=O>[CH3:16][O:15][C:12]1[CH:11]=[CH:10][C:9]([CH2:8][CH:17]2[CH2:21][CH2:20][CH2:19][NH:18]2)=[CH:14][CH:13]=1. Reactants: C(C)(C)(C)OC(=O)C(C1=CC=C(C=C1)OC)=C1NCCC1 (2-(α-tert.-butoxycarbonyl-4-methoxybenzylidene)pyrrolidine). Yields the product COC1=CC=C(CC2NCCC2)C=C1 (2-(4-methoxybenzyl)pyrrolidine). RXN SMILES: [C:1]([O:5][C:6](=[O:25])[NH:7][CH:8]([C:18]1[CH:23]=[CH:22][C:21]([Cl:24])=[CH:20][CH:19]=1)[C:9]([C:11]1[CH:16]=[CH:15][C:14]([OH:17])=[CH:13][CH:12]=1)=[O:10])([CH3:4])([CH3:3])[CH3:2].[O:26]1[CH2:31][CH2:30][CH:29](O)[CH2:28][CH2:27]1>>[C:1]([O:5][C:6](=[O:25])[NH:7][CH:8]([C:18]1[CH:19]=[CH:20][C:21]([Cl:24])=[CH:22][CH:23]=1)[C:9](=[O:10])[C:11]1[CH:16]=[CH:15][C:14]([O:17][CH:29]2[CH2:30][CH2:31][O:26][CH2:27][CH2:28]2)=[CH:13][CH:12]=1)([CH3:4])([CH3:2])[CH3:3]. Yields the product C(C)(C)(C)OC(NC(C(C1=CC=C(C=C1)OC1CCOCC1)=O)C1=CC=C(C=C1)Cl)=O (rac-[1-(4-Chloro-phenyl)-2-oxo-2-[4-(tetrahydro-pyran-4-yloxy)-phenyl]-ethyl]-carbamic acid tert-butyl ester). Procedure details: The title compound was prepared from rac-[1-(4-chloro-phenyl)-2-(4-hydroxy-phenyl)-2-oxo-ethyl]-carbamic acid tert-butyl ester and tetrahydro-4H-pyran-4-ol in analogy to Example 9c): MS (ISN): 444.3 (M−H)−. Reactants: C(C)(C)(C)OC(NC(C(=O)C1=CC=C(C=C1)O)C1=CC=C(C=C1)Cl)=O (rac-[1-(4-chloro-phenyl)-2-(4-hydroxy-phenyl)-2-oxo-ethyl]-carbamic acid tert-butyl ester), O1CCC(CC1)O (tetrahydro-4H-pyran-4-ol). Reactants: C(C#C)O (Propargyl alcohol), ClCOCC1=CC=CC=C1 (chloromethylbenzyl ether). Product: C(C1=CC=CC=C1)OCC#C (1-benzyloxy-2-propyne). RXN SMILES: [CH2:1](O)[C:2]#C.Cl[CH2:6][O:7][CH2:8][C:9]1[CH:14]=[CH:13][CH:12]=[CH:11][CH:10]=1>>[CH2:8]([O:7][CH2:6][C:1]#[CH:2])[C:9]1[CH:14]=[CH:13][CH:12]=[CH:11][CH:10]=1. Reported procedure: Propargyl alcohol is allowed to react with chloromethylbenzyl ether to obtain 1-benzyloxy-2-propyne (1). Then, this is allowed to react with Grignard reagent and a trifluoroacetic acid ester to obtain 5-benzyloxy-1,1,1-trifluoro-3-pentyne-2-one (2). Then, this is allowed to react with hydride of boron or aluminum to obtain 5-benzyloxy-1,1,1-trifluoro-3-pentyne-2-ol (3). This is acetylated or isobutylated and thereafter lipase or lipase-producing microorganism is allowed to act thereon to obtain ... Reactants: O=C([O-])O, COc1ccc(N(CCCl)CCCl)cc1, [I-], [K+], CCCn1c(C)nn(-c2ccc(N)cc2)c1=O, [Na+], OC1CCCCC1. The product is CCCn1c(C)nn(-c2ccc(N3CCN(c4ccc(OC)cc4)CC3)cc2)c1=O. As a reaction SMILES: [C:42](=[O:43])([O-:44])[OH:45].[Cl:1][CH2:2][CH2:3][N:4]([c:5]1[cH:6][cH:7][c:8]([O:11][CH3:12])[cH:9][cH:10]1)[CH2:13][CH2:14][Cl:15].[I-:34].[K+:33].[NH2:16][c:17]1[cH:18][cH:19][c:20](-[n:23]2[n:24][c:25]([CH3:32])[n:26]([CH2:29][CH2:30][CH3:31])[c:27]2=[O:28])[cH:21][cH:22]1.[Na+:46].[OH:35][CH:36]1[CH2:37][CH2:38][CH2:39][CH2:40][CH2:41]1>>[CH2:2]1[CH2:3][N:4]([c:5]2[cH:6][cH:7][c:8]([O:11][CH3:12])[cH:9][cH:10]2)[CH2:13][CH2:14][N:16]1[c:17]1[cH:18][cH:19][c:20](-[n:23]2[n:24][c:25]([CH3:32])[n:26]([CH2:29][CH2:30][CH3:31])[c:27]2=[O:28])[cH:21][cH:22]1. The reactants are [N+](=O)([O-])C1=C(C=CC=C1)S(=O)(=O)N1CCN(CC1)C1(CC1)C(=O)OC (Methyl 1-[4-(2-nitrobenzenesulfonyl)-piperazin-1-yl]-cyclopropanecarboxylate), C([O-])([O-])=O.[K+].[K+] (potassium carbonate), C1(=CC=CC=C1)S (thiophenol), BrC1=NC=C(C=C1)C(F)(F)F (2-bromo-5-trifluoromethylpyridine). Run in CN(C=O)C (dimethylformamide), C(C)(=O)OCC (ethyl acetate). Reaction conditions: time 1 hour. Product: FC(C=1C=CC(=NC1)N1CCN(CC1)C1(CC1)C(=O)OC)(F)F (Methyl 1-[4-(5-trifluoromethylpyridin-2-yl)-piperazin-1-yl]-cyclopropanecarboxylate). As a reaction SMILES: [N+](C1C=CC=CC=1S([N:13]1[CH2:18][CH2:17][N:16]([C:19]2([C:22]([O:24][CH3:25])=[O:23])[CH2:21][CH2:20]2)[CH2:15][CH2:14]1)(=O)=O)([O-])=O.C(=O)([O-])[O-].[K+].[K+].C1(S)C=CC=CC=1.Br[C:40]1[CH:45]=[CH:44][C:43]([C:46]([F:49])([F:48])[F:47])=[CH:42][N:41]=1>CN(C)C=O.C(OCC)(=O)C>[F:47][C:46]([F:49])([F:48])[C:43]1[CH:44]=[CH:45][C:40]([N:13]2[CH2:14][CH2:15][N:16]([C:19]3([C:22]([O:24][CH3:25])=[O:23])[CH2:20][CH2:21]3)[CH2:17][CH2:18]2)=[N:41][CH:42]=1 |f:1.2.3|. Reported procedure: A solution of methyl 1-[4-(2-nitrobenzenesulfonyl)-piperazin-1-yl]-cyclopropanecarboxylate (0.60 g, 1.63 mmol) from Example 16C in anhydrous dimethylformamide (5 mL) was treated with potassium carbonate (0.67 g, 4.88 mmol) and thiophenol (0.21 g, 1.95 mmol) and stirred one hour at room temperature. This reaction mixture was then treated with 2-bromo-5-trifluoromethylpyridine (0.44 g, 1.95 mmol) and heated overnight at 80° C. Reaction diluted with ethyl acetate, washed with water and brine, dried...